Dataset: the Open Reaction Database (ORD), a public repository of structured organic reaction records. Task: describe an organic reaction: reactants, conditions, products, and yield The reactants are O=C1NC2=CC=C(C=C2C1)NC(OC(C)(C)C)=O (tert-butyl 2-oxoindolin-5-ylcarbamate), N1=CC=C(C=C1)/C=C/C1=NNC2=CC(=CC=C12)C=O ((E)-3-(2-(pyridin-4-yl)vinyl)-1H-indazole-6-carbaldehyde). Yields the product O=C/1NC2=CC=C(C=C2\C1=C/C1=CC=C2C(=NNC2=C1)\C=C\C1=CC=NC=C1)NC(OC(C)(C)C)=O (tert-butyl(E)-2-oxo-3-((3-((E)-2-(pyridin-4-yl)vinyl)-1H-indazol-6-yl)methylene)indolin-5-ylcarbamate). The yield is 75.4%. Reaction SMILES: [O:1]=[C:2]1[CH2:10][C:9]2[C:4](=[CH:5][CH:6]=[C:7]([NH:11][C:12](=[O:18])[O:13][C:14]([CH3:17])([CH3:16])[CH3:15])[CH:8]=2)[NH:3]1.[N:19]1[CH:24]=[CH:23][C:22](/[CH:25]=[CH:26]/[C:27]2[C:35]3[C:30](=[CH:31][C:32]([CH:36]=O)=[CH:33][CH:34]=3)[NH:29][N:28]=2)=[CH:21][CH:20]=1>>[O:1]=[C:2]1[NH:3][C:4]2[C:9](/[C:10]/1=[CH:36]\[C:32]1[CH:31]=[C:30]3[C:35]([C:27](/[CH:26]=[CH:25]/[C:22]4[CH:21]=[CH:20][N:19]=[CH:24][CH:23]=4)=[N:28][NH:29]3)=[CH:34][CH:33]=1)=[CH:8][C:7]([NH:11][C:12](=[O:18])[O:13][C:14]([CH3:15])([CH3:17])[CH3:16])=[CH:6][CH:5]=2. Reported procedure: The title compound (102 mg, 76%) was synthesized as orange-yellow solid according to the method described for Example A11B from tert-butyl 2-oxoindolin-5-ylcarbamate (70 mg, 0.282 mmol) and (E)-3-(2-(pyridin-4-yl)vinyl)-1H-indazole-6-carbaldehyde (70 mg, 0.282 mmol). 1H NMR (400 MHz, d6-DMSO) δ 13.53 (s, 1H), 10.47 (s, 1H), 9.14 (s, 1H), 8.55 (d, J=6.5 Hz, 2H), 8.33 (d, J=8.8 Hz, 1H), 7.88-7.83 (m, 3H), 7.74 (s, 2H), 7.69 (d, J=6.5 Hz, 2H), 7.56-7.50 (m, 2H), 6.75 (d, J=8.2 Hz, 1H), 1.34 (s, 9H)... The reactants are N#N (N2), [N+](=O)([O-])C1=NN(N=C1)CC1=CC=C(O1)C(C)=O (1-[5-(4-nitro-[1,2,3]triazol-2-ylmethyl)-furan-2-yl]-ethanone), C(CO)O (ethylene glycol), COC(OC)OC (trimethylorthoformate), F[B-](F)(F)F.[Li+] (lithium tetrafluoroborate), C(=O)(O)[O-].[Na+] (NaHCO3). The solvent is CC(OCC)=O (EA). Run at temperature 95 celsius. Yields the product CC1(OCCO1)C1=CC=C(O1)CN1N=CC(=N1)[N+](=O)[O-] (2-[5-(2-Methyl-[1,3]dioxolan-2-yl)-furan-2-ylmethyl]-4-nitro-2H-[1,2,3]triazole). As a reaction SMILES: N#N.[N+:3]([C:6]1[CH:10]=[N:9][N:8]([CH2:11][C:12]2[O:16][C:15]([C:17](=[O:19])[CH3:18])=[CH:14][CH:13]=2)[N:7]=1)([O-:5])=[O:4].[CH2:20](O)[CH2:21][OH:22].COC(OC)OC.F[B-](F)(F)F.[Li+].C([O-])(O)=O.[Na+]>CC(=O)OCC>[CH3:18][C:17]1([C:15]2[O:16][C:12]([CH2:11][N:8]3[N:7]=[C:6]([N+:3]([O-:5])=[O:4])[CH:10]=[N:9]3)=[CH:13][CH:14]=2)[O:22][CH2:21][CH2:20][O:19]1 |f:4.5,6.7|. Procedure details: In a flame dried round-bottomed flask equipped with a magnetic stir bar and a Dean-Stark under inert atmosphere (N2), a solution of 1-[5-(4-nitro-[1,2,3]triazol-2-ylmethyl)-furan-2-yl]-ethanone (180 mg, 0.76 mmol) in ethylene glycol (0.85 mL, 15.24 mmol) was treated with trimethylorthoformate (0.17 mL, 1.52 mmol) and lithium tetrafluoroborate (14 mg, 0.15 mmol). The resulting mixture was heated to 95° C. overnight. The reaction mixture was allowed to cool to rt. NaHCO3 (10 mL) and EA (10 mL) wer... As a reaction SMILES: [N+:1]([C:4]1[CH:10]=[CH:9][CH:8]=[CH:7][C:5]=1[NH2:6])([O-:3])=[O:2].[Br-].[K+].Cl[CH2:14][CH2:15][CH2:16][CH2:17][O:18][CH3:19].[OH-].[Na+]>[Br-].C([N+](CCCC)(CCCC)CCCC)CCC.C1(C)C=CC=CC=1>[CH3:19][O:18][CH2:17][CH2:16][CH2:15][CH2:14][NH:6][C:5]1[CH:7]=[CH:8][CH:9]=[CH:10][C:4]=1[N+:1]([O-:3])=[O:2] |f:1.2,4.5,6.7|. Run in C1(=CC=CC=C1)C (toluene), C1(=CC=CC=C1)C (Toluene). The product is COCCCCNC1=C(C=CC=C1)[N+](=O)[O-] (N-(4-methoxybutyl)-2-nitroaniline). The yield is 100.0%. The reagents and catalysts are [Br-].C(CCC)[N+](CCCC)(CCCC)CCCC (tetrabutylammonium bromide). The reactants are ClCCCCOC (1-Chloro-4-methoxybutane), [OH-].[Na+] (sodium hydroxide), [N+](=O)([O-])C1=C(N)C=CC=C1 (o-nitroaniline), [Br-].[K+] (potassium bromide). Reported procedure: Toluene (500 mL) was added to o-nitroaniline (50.0 g, 0.362 mol), tetrabutylammonium bromide (58.3 g, 0.181 mol) and potassium bromide (43.1 g, 0.362 mol). 1-Chloro-4-methoxybutane (66.6 g, 0.543 mol) and 50 w/v % aqueous sodium hydroxide solution (145 mL, 1.81 mol) were added at 20-30° C. The reaction mixture was heated to 85-95° C., and stirred for 6 hr. After allowing to cool to 20-30° C., the reaction mixture was washed successively with water (250 mL), 1N hydrochloric acid (250 mL×2), 5 w/v... Run at temperature 90 celsius, time 6 hour. Starting materials: O=c1cc(-c2ccc([N+](=O)[O-])cc2)oc2ccc(Br)cc12, CCO, [Na+], [OH-], Cl[Sn]Cl. Yields the product Nc1ccc(-c2cc(=O)c3cc(Br)ccc3o2)cc1. Reaction SMILES: [Br:4][c:5]1[cH:6][c:7]2[c:8](=[O:24])[cH:9][c:10](-[c:15]3[cH:16][cH:17][c:18]([N+:21]([O-:22])=[O:23])[cH:19][cH:20]3)[o:11][c:12]2[cH:13][cH:14]1.[CH3:27][CH2:28][OH:29].[Na+:26].[OH-:25].[Sn:1]([Cl:2])[Cl:3]>>[Br:4][c:5]1[cH:6][c:7]2[c:8](=[O:24])[cH:9][c:10](-[c:15]3[cH:16][cH:17][c:18]([NH2:21])[cH:19][cH:20]3)[o:11][c:12]2[cH:13][cH:14]1.